The task is: describe an organic reaction: reactants, conditions, products, and yield. This data is from the Open Reaction Database (ORD), a public repository of structured organic reaction records. Starting materials: CC(C)(C)OC(=O)NCCC(=O)O, CC(C)COC(=O)Cl, CCCCCNCCC12CC3CC(CC(C3)C1)C2, CN1CCOCC1, CCOC(C)=O, Cl, [Na+], C1CCOC1, O=C([O-])O. Product: CCCCCN(CCC12CC3CC(CC(C3)C1)C2)C(=O)CCNC(=O)OC(C)(C)C. Reaction SMILES: [C:1]([CH3:2])([CH3:3])([CH3:4])[O:5][C:6](=[O:7])[NH:8][CH2:9][CH2:10][C:11](=[O:12])[OH:13].[C:21]([Cl:22])(=[O:23])[O:24][CH2:25][CH:26]([CH3:27])[CH3:28].[C:30]12([CH2:40][CH2:41][NH:42][CH2:43][CH2:44][CH2:45][CH2:46][CH3:47])[CH2:31][CH:32]3[CH2:33][CH:34]([CH2:35][CH:36]([CH2:37]1)[CH2:38]3)[CH2:39]2.[CH3:14][N:15]1[CH2:16][CH2:17][O:18][CH2:19][CH2:20]1.[CH3:58][CH2:59][O:60][C:61](=[O:62])[CH3:63].[ClH:29].[Na+:48].[O:53]1[CH2:54][CH2:55][CH2:56][CH2:57]1.[OH:49][C:50](=[O:51])[O-:52]>>[C:1]([CH3:2])([CH3:3])([CH3:4])[O:5][C:6](=[O:7])[NH:8][CH2:9][CH2:10][C:11](=[O:13])[N:42]([CH2:41][CH2:40][C:30]12[CH2:31][CH:32]3[CH2:33][CH:34]([CH2:35][CH:36]([CH2:37]1)[CH2:38]3)[CH2:39]2)[CH2:43][CH2:44][CH2:45][CH2:46][CH3:47]. The reactants are CC(=O)Nc1nc(C)c(-c2cc(S(=O)(=O)N3CCOCC3)sc2Br)s1, [Li]CCCC, C1CCOC1, O. The product is CC(=O)Nc1nc(C)c(-c2csc(S(=O)(=O)N3CCOCC3)c2)s1. RXN SMILES: [Br:1][c:2]1[s:3][c:4]([S:17](=[O:18])(=[O:19])[N:20]2[CH2:21][CH2:22][O:23][CH2:24][CH2:25]2)[cH:5][c:6]1-[c:7]1[c:8]([CH3:16])[n:9][c:10]([NH:12][C:13]([CH3:14])=[O:15])[s:11]1.[CH2:26]([Li:27])[CH2:28][CH2:29][CH3:30].[CH2:32]1[O:33][CH2:34][CH2:35][CH2:36]1.[OH2:31]>>[cH:2]1[s:3][c:4]([S:17](=[O:18])(=[O:19])[N:20]2[CH2:21][CH2:22][O:23][CH2:24][CH2:25]2)[cH:5][c:6]1-[c:7]1[c:8]([CH3:16])[n:9][c:10]([NH:12][C:13]([CH3:14])=[O:15])[s:11]1. Procedure details: The process is carried out as in stage 3 of Example 3, but using 300 mg of 2-fluoro-4-[4-(6-fluoro-1H-benzimidazol-2-yl)carbazol-9-yl]benzonitrile, obtained according to stage 2 of Example 3, 296 mg of potassium carbonate and 1.259 g of N,N-dimethylethylenediamine in 3 ml of dimethyl sulphoxide. 1.357 ml of a 1M aqueous solution of sodium hydroxide, 1.313 ml of a 30% aqueous solution of hydrogen peroxide and 7 ml of ethanol are then added to the reaction medium. After treatment as in stage 3 of ... Solvent: CS(=O)C (dimethyl sulphoxide), C(C)O (ethanol). Starting materials: FC1=C(C#N)C=CC(=C1)N1C2=CC=CC=C2C=2C(=CC=CC12)C1=NC2=C(N1)C=C(C=C2)F (2-fluoro-4-[4-(6-fluoro-1H-benzimidazol-2-yl)carbazol-9-yl]benzonitrile), aqueous solution, [OH-].[Na+] (sodium hydroxide), aqueous solution, OO (hydrogen peroxide), C([O-])([O-])=O.[K+].[K+] (potassium carbonate), CN(CCN)C (N,N-dimethylethylenediamine). Product: CN(CCNC1=C(C(=O)N)C=CC(=C1)N1C2=CC=CC=C2C=2C(=CC=CC12)C1=NC2=C(N1)C=C(C=C2)F)C (2-(2-dimethylaminoethylamino)-4-[4-(6-fluoro-1H-benzimidazol-2-yl)-9H-carbazol-9-yl]benzamide). Reaction SMILES: F[C:2]1[CH:9]=[C:8]([N:10]2[C:22]3[CH:21]=[CH:20][CH:19]=[C:18]([C:23]4[NH:27][C:26]5[CH:28]=[C:29]([F:32])[CH:30]=[CH:31][C:25]=5[N:24]=4)[C:17]=3[C:16]3[C:11]2=[CH:12][CH:13]=[CH:14][CH:15]=3)[CH:7]=[CH:6][C:3]=1[C:4]#[N:5].C(=O)([O-])[O-].[K+].[K+].[CH3:39][N:40]([CH3:44])[CH2:41][CH2:42][NH2:43].[OH-:45].[Na+].OO>CS(C)=O.C(O)C>[CH3:39][N:40]([CH3:44])[CH2:41][CH2:42][NH:43][C:2]1[CH:9]=[C:8]([N:10]2[C:22]3[CH:21]=[CH:20][CH:19]=[C:18]([C:23]4[NH:27][C:26]5[CH:28]=[C:29]([F:32])[CH:30]=[CH:31][C:25]=5[N:24]=4)[C:17]=3[C:16]3[C:11]2=[CH:12][CH:13]=[CH:14][CH:15]=3)[CH:7]=[CH:6][C:3]=1[C:4]([NH2:5])=[O:45] |f:1.2.3,5.6|. RXN SMILES: [Cl:1][c:2]1[c:3]([N:8]([C:9](=[O:10])[c:11]2[cH:12][c:13]3[c:14]([s:28]2)-[c:15]2[c:16]([cH:20][c:21]([C:24](=[O:25])[O:26][CH3:27])[cH:22][cH:23]2)[O:17][CH2:18][CH2:19]3)[CH3:29])[cH:4][cH:5][cH:6][cH:7]1.[NH2:30][CH2:31][CH:32]([CH3:33])[OH:34]>>[Cl:1][c:2]1[c:3]([N:8]([C:9](=[O:10])[c:11]2[cH:12][c:13]3[c:14]([s:28]2)-[c:15]2[c:16]([cH:20][c:21]([C:24](=[O:25])[NH:30][CH2:31][CH:32]([CH3:33])[OH:34])[cH:22][cH:23]2)[O:17][CH2:18][CH2:19]3)[CH3:29])[cH:4][cH:5][cH:6][cH:7]1. Product: CC(O)CNC(=O)c1ccc2c(c1)OCCc1cc(C(=O)N(C)c3ccccc3Cl)sc1-2. Reactants: COC(=O)c1ccc2c(c1)OCCc1cc(C(=O)N(C)c3ccccc3Cl)sc1-2, CC(O)CN.